The task is: describe an organic reaction: reactants, conditions, products, and yield. This data is from the Open Reaction Database (ORD), a public repository of structured organic reaction records. Reactants: ClC1=C(C(=CC(=C1)[N+](=O)[O-])Cl)C(C#N)(C)C (2,6-dichloro-α,α-dimethyl-4-nitrobenzeneacetonitrile). The reagents and catalysts are [Ni] (Raney Nickel). Solvent: CO (CH3OH). The product is NC1=CC(=C(C(=C1)Cl)C(C#N)(C)C)Cl (4-amino-2,6-dichloro-α,α-dimethylbenzeneacetonitrile). Isolated yield 113.1%. As a reaction SMILES: [Cl:1][C:2]1[CH:7]=[C:6]([N+:8]([O-])=O)[CH:5]=[C:4]([Cl:11])[C:3]=1[C:12]([CH3:16])([CH3:15])[C:13]#[N:14]>CO.[Ni]>[NH2:8][C:6]1[CH:5]=[C:4]([Cl:11])[C:3]([C:12]([CH3:15])([CH3:16])[C:13]#[N:14])=[C:2]([Cl:1])[CH:7]=1. Reported procedure: A mixture of intermediate (2) (0.066 mole) in CH3OH (200 ml) was hydrogenated at RT under a 3 bar pressure for 1 hour with Raney Nickel (15 g) as a catalyst. After uptake of H2, the catalyst was filtered through celite, washed with CH3OH and the filtrate was evaporated, yielding 17.1 g of 4-amino-2,6-dichloro-α,α-dimethylbenzeneacetonitrile (intermediate 3). Starting materials: O=C(c1ccccc1)N1CCc2cc(OCc3ccccc3)ccc2C1c1ccc(OCCN2CCCC2)cc1, CO, O=C[O-], [NH4+]. Yields the product O=C(c1ccccc1)N1CCc2cc(O)ccc2C1c1ccc(OCCN2CCCC2)cc1. As a reaction SMILES: [CH2:1]([c:2]1[cH:3][cH:4][cH:5][cH:6][cH:7]1)[O:8][c:9]1[cH:10][c:11]2[c:16]([cH:17][cH:18]1)[CH:15]([c:19]1[cH:20][cH:21][c:22]([O:25][CH2:26][CH2:27][N:28]3[CH2:29][CH2:30][CH2:31][CH2:32]3)[cH:23][cH:24]1)[N:14]([C:33](=[O:34])[c:35]1[cH:36][cH:37][cH:38][cH:39][cH:40]1)[CH2:13][CH2:12]2.[CH3:45][OH:46].[CH:41]([O-:42])=[O:43].[NH4+:44]>>[OH:8][c:9]1[cH:10][c:11]2[c:16]([cH:17][cH:18]1)[CH:15]([c:19]1[cH:20][cH:21][c:22]([O:25][CH2:26][CH2:27][N:28]3[CH2:29][CH2:30][CH2:31][CH2:32]3)[cH:23][cH:24]1)[N:14]([C:33](=[O:34])[c:35]1[cH:36][cH:37][cH:38][cH:39][cH:40]1)[CH2:13][CH2:12]2. Reported procedure: In chloroform (70 ml) are dissolved 2,2,2-trichloroethyl 3-methyl-7-oxo-3-cephem-4-carboxylate (14.30 g), t-butyl carbazate (6.00 g) and pyridine hydrochloride (4.77 g) and the mixture is refluxed in a Dean-Stark trap packed with Molecular Sieve 3A for 30 minutes. The reaction mixture is washed with 1 N-HCl and water in that order, dried over magnesium sulfate and concentrated. The residual oil is subjected to silica gel (240 g) column chromatography and elution is carried out with ethyl acetate... The product is C(C)(C)(C)OC(=O)N\N=C/1\[C@@H]2N(C(=C(CS2)C)C(=O)OCC(Cl)(Cl)Cl)C1=O (2,2,2-trichloroethyl (E)-7-t-butoxycarbonylhydrazono-3-methyl-3-cephem-4-carboxylate). Yield: 25.6%. RXN SMILES: [CH3:1][C:2]1[CH2:3][S:4][C@@H:5]2[C:17](=O)[C:16](=[O:19])[N:6]2[C:7]=1[C:8]([O:10][CH2:11][C:12]([Cl:15])([Cl:14])[Cl:13])=[O:9].[C:20]([O:24][C:25]([CH3:28])([CH3:27])[CH3:26])(=[O:23])[NH:21][NH2:22].Cl.N1C=CC=CC=1>C(Cl)(Cl)Cl>[C:25]([O:24][C:20]([NH:21]/[N:22]=[C:17]1/[C@H:5]2[S:4][CH2:3][C:2]([CH3:1])=[C:7]([C:8]([O:10][CH2:11][C:12]([Cl:15])([Cl:14])[Cl:13])=[O:9])[N:6]2[C:16]/1=[O:19])=[O:23])([CH3:28])([CH3:27])[CH3:26] |f:2.3|. The reactants are CC=1CS[C@H]2N(C1C(=O)OCC(Cl)(Cl)Cl)C(C2=O)=O (2,2,2-trichloroethyl 3-methyl-7-oxo-3-cephem-4-carboxylate), C(NN)(=O)OC(C)(C)C (t-butyl carbazate), Cl.N1=CC=CC=C1 (pyridine hydrochloride), 3A. Solvent: C(Cl)(Cl)Cl (chloroform).